From a dataset of the Open Reaction Database (ORD), a public repository of structured organic reaction records. describe an organic reaction: reactants, conditions, products, and yield Starting materials: O=C1Cc2cc(Br)ccc2N1, C1CCNCC1, CCO, O=Cc1[nH]cc2c1CCNC2=O. Product: O=C1Nc2ccc(Br)cc2C1=Cc1[nH]cc2c1CCNC2=O. Reaction SMILES: [Br:1][c:2]1[cH:3][c:4]2[c:8]([cH:9][cH:10]1)[NH:7][C:6](=[O:11])[CH2:5]2.[CH2:24]1[CH2:25][CH2:26][NH:27][CH2:28][CH2:29]1.[CH3:30][CH2:31][OH:32].[O:12]=[C:13]1[NH:14][CH2:15][CH2:16][c:17]2[c:18]1[cH:19][nH:20][c:21]2[CH:22]=[O:23]>>[Br:1][c:2]1[cH:3][c:4]2[c:8]([cH:9][cH:10]1)[NH:7][C:6](=[O:11])[C:5]2=[CH:22][c:21]1[c:17]2[c:18]([cH:19][nH:20]1)[C:13](=[O:12])[NH:14][CH2:15][CH2:16]2. The product is CN1CCC(=CC#N)CC1. As a reaction SMILES: [C:7](#[N:8])[CH2:9][P:10](=[O:11])([O:12][CH2:13][CH3:14])[O:15][CH2:16][CH3:17].[CH2:27]1[O:28][CH2:29][CH2:30][CH2:31]1.[CH3:18][N:19]1[CH2:20][CH2:21][C:22](=[O:25])[CH2:23][CH2:24]1.[K+:1].[K+:2].[O-:3][C:4]([O-:5])=[O:6].[OH2:26]>>[C:7](#[N:8])[CH:9]=[C:22]1[CH2:21][CH2:20][N:19]([CH3:18])[CH2:24][CH2:23]1. Starting materials: CCOP(=O)(CC#N)OCC, C1CCOC1, CN1CCC(=O)CC1, [K+], [K+], O=C([O-])[O-], O. The reactants are CC1=C(N=C(O1)C1=CC=CC=C1)CO ((5-methyl-2-phenyl-4-oxazolyl)methanol), [H-].[Na+] (sodium hydride), [H][H] (hydrogen), ClC1=CC=CC(=N1)C(=O)OC (methyl 6-chloropyridine-2-carboxylate). The solvent is O (Water), O1CCCC1 (tetrahydrofuran), O1CCCC1 (tetrahydrofuran). Reaction conditions: temperature 40 celsius, time 5 hour. Product: CC1=C(N=C(O1)C1=CC=CC=C1)COC1=CC=CC(=N1)C(=O)OC (methyl 6-(5-methyl-2-phenyl-4-oxazolyl)methoxy-2-pyridinecarboxylate). Reaction SMILES: [CH3:1][C:2]1[O:6][C:5]([C:7]2[CH:12]=[CH:11][CH:10]=[CH:9][CH:8]=2)=[N:4][C:3]=1[CH2:13][OH:14].[H-].[Na+].[H][H].Cl[C:20]1[N:25]=[C:24]([C:26]([O:28][CH3:29])=[O:27])[CH:23]=[CH:22][CH:21]=1>O1CCCC1.O>[CH3:1][C:2]1[O:6][C:5]([C:7]2[CH:12]=[CH:11][CH:10]=[CH:9][CH:8]=2)=[N:4][C:3]=1[CH2:13][O:14][C:20]1[N:25]=[C:24]([C:26]([O:28][CH3:29])=[O:27])[CH:23]=[CH:22][CH:21]=1 |f:1.2|. Procedure: To a mixture of (5-methyl-2-phenyl-4-oxazolyl)methanol (8.51 g) and tetrahydrofuran (100 mL) was added sodium hydride (60%, oil, 1.80 g) at room temperature and the reaction mixture was stirred at room temperature until generation of hydrogen ended. The mixture was added to a solution of methyl 6-chloropyridine-2-carboxylate (7.72 g) in tetrahydrofuran (75 ml) at room temperature and the obtained mixture was further stirred at 40° C. for 5 hrs. Water was added to the reaction mixture and the mix... Starting materials: BrC1=CC=C2C(C(NC2=C1)=O)=O (6-bromo-1H-indole-2,3-dione), Cl.N(N)C1=CC=C(C=C1)S(=O)(=O)N (4-hydrazinobenzenesulfonamide hydrochloride). The product is BrC1=CC=C2C(C(NC2=C1)=O)=NNC1=CC=C(C=C1)S(=O)(=O)N (4-[N′-(6-Bromo-2-oxo-1,2-dihydro-indol-3-ylidene)-hydrazino]-benzenesulfonamide). Reaction SMILES: [Br:1][C:2]1[CH:10]=[C:9]2[C:5]([C:6](=O)[C:7](=[O:11])[NH:8]2)=[CH:4][CH:3]=1.Cl.[NH:14]([C:16]1[CH:21]=[CH:20][C:19]([S:22]([NH2:25])(=[O:24])=[O:23])=[CH:18][CH:17]=1)[NH2:15]>>[Br:1][C:2]1[CH:10]=[C:9]2[C:5]([C:6](=[N:15][NH:14][C:16]3[CH:21]=[CH:20][C:19]([S:22]([NH2:25])(=[O:23])=[O:24])=[CH:18][CH:17]=3)[C:7](=[O:11])[NH:8]2)=[CH:4][CH:3]=1 |f:1.2|. Procedure: The title compound was prepared from 6-bromo-1H-indole-2,3-dione (Meth-Cohn and Goon, Tetrahedron Letters 1996, 37, 9381-4) and 4-hydrazinobenzenesulfonamide hydrochloride according to Procedure G: mp>250° C.; 1H NMR (DMSO-d6): δ7.05 (s, 1H), 7.23 (d, J=8.1 Hz, 1H), 7.50 (d, J=8.1 Hz, 1H), 7.56 (d, J=8.7 Hz, 2H), 7.75 (d, J=8.7 Hz, 2H), 11.2 (s, 1H), 12.7 (s, 1H); APCI−MS m/z 395 (M−H)−. As a reaction SMILES: [N+:1]([C:4]1[CH:9]=[CH:8][C:7]([CH2:10][C:11]([OH:13])=O)=[CH:6][CH:5]=1)([O-:3])=[O:2].[CH3:14][NH:15][C@@H:16]1[C:25]2[C:20](=[CH:21][CH:22]=[CH:23][CH:24]=2)[CH2:19][CH2:18][C@H:17]1[N:26]1[CH2:30][CH2:29][CH2:28][CH2:27]1>>[CH3:14][N:15]([C@@H:16]1[C:25]2[C:20](=[CH:21][CH:22]=[CH:23][CH:24]=2)[CH2:19][CH2:18][C@H:17]1[N:26]1[CH2:30][CH2:29][CH2:28][CH2:27]1)[C:11](=[O:13])[CH2:10][C:7]1[CH:6]=[CH:5][C:4]([N+:1]([O-:3])=[O:2])=[CH:9][CH:8]=1. The reactants are [N+](=O)([O-])C1=CC=C(C=C1)CC(=O)O ((p-nitrophenyl) acetic acid), CN[C@H]1[C@@H](CCC2=CC=CC=C12)N1CCCC1 (Trans (±) N-methyl-2-(1-pyrrolidinyl)-1,2,3,4-tetrahydro-1-naphthalene amine). Yields the product CN(C(CC1=CC=C(C=C1)[N+](=O)[O-])=O)[C@H]1[C@@H](CCC2=CC=CC=C12)N1CCCC1 (Trans (±) N-methyl-4-nitro-N-[2-(1-pyrrolidinyl)-1,2,3,4-tetrahydro-1-naphthyl]-benzene acetamide). The yield is 92.0%. Reported procedure: Using the procedure of Step C of Example 1, 770 mg of (p-nitrophenyl) acetic acid and 700 mg of the product of Step B of Example 1 were reacted to obtain 1.4 g of crude product which was purified by chromatography on silica (eluant: methylene chloride 90, methanol 10) to obtain 1.1 g of product which was crystallized from ethyl ether to obtain 480 mg of product. Two crystallizations from isopropanol were effected to obtain 300 mg of the expected product melting at 135° C. The reactants are ClC=1N=NC(=CC1C)C1=CC=CC=C1 (3-Chloro-4-methyl-6-phenylpyridazine), NN (hydrazine). Run at temperature 100 celsius. Yields the product CC1=C(N=NC(=C1)C1=CC=CC=C1)NN (1-(4-methyl-6-phenylpyridazin-3-yl)hydrazine). As a reaction SMILES: Cl[C:2]1[N:3]=[N:4][C:5]([C:9]2[CH:14]=[CH:13][CH:12]=[CH:11][CH:10]=2)=[CH:6][C:7]=1[CH3:8].[NH2:15][NH2:16]>>[CH3:8][C:7]1[CH:6]=[C:5]([C:9]2[CH:14]=[CH:13][CH:12]=[CH:11][CH:10]=2)[N:4]=[N:3][C:2]=1[NH:15][NH2:16]. Procedure: 3-Chloro-4-methyl-6-phenylpyridazine (0.510 g, 2.49 mmol) was dissolved in hydrazine (1.56 ml, 49.8 mmol) then the reaction mixture was heated at 100° C. for 1.5 hours. The precipitate that had formed in the mixture was collected and washed with iPrOH. The solid was dried under high vacuum to afford 1-(4-methyl-6-phenylpyridazin-3-yl)hydrazine as a pale yellow solid.